This data is from the Open Reaction Database (ORD), a public repository of structured organic reaction records. The task is: describe an organic reaction: reactants, conditions, products, and yield Starting materials: [H-].[Na+] (Sodium hydride), COC1=CC=C(CNC(C)=O)C=C1 (N-(4-methoxybenzyl)-acetamide), IC (iodomethane). Conditions: time 8 hour. The product is COC1=CC=C(CN(C(C)=O)C)C=C1 (N-(4-Methoxy-benzyl)-N-methyl-acetamide). The yield is 90.0%. As a reaction SMILES: [H-].[Na+].[CH3:3][O:4][C:5]1[CH:15]=[CH:14][C:8]([CH2:9][NH:10][C:11](=[O:13])[CH3:12])=[CH:7][CH:6]=1.I[CH3:17]>>[CH3:3][O:4][C:5]1[CH:6]=[CH:7][C:8]([CH2:9][N:10]([CH3:17])[C:11](=[O:13])[CH3:12])=[CH:14][CH:15]=1 |f:0.1|. Procedure: Sodium hydride (60% in mineral oil) (1.11 grams, 27.4 mmol) was measured into a round bottom flask and triturated with hexanes. To this was added pure N-(4-methoxybenzyl)-acetamide (1.23 grams, 6.9 mmol) followed by iodomethane (1.95 grams, 13.7 mmol)and the resulting mixture stirred overnight. The reaction was filtered and the solvent removed under vacuum. The crude product was purified by flash column chromatography (SiO2, 2% EtOH in methylene chloride) to yield 1.2 grams of a colorless oil. H... Yield: 90.7%. Yields the product CC(=O)[C@H]1C(CCC[C@@H]1C)(C)C ((1R,6S)-2,2,6-trimethylcyclohexyl methyl ketone). As a reaction SMILES: [CH3:1][C:2]1([CH3:12])[CH2:7][CH2:6][CH2:5][C@H:4]([CH3:8])[CH:3]1[C@H:9]([OH:11])[CH3:10].[H][H]>[Cr].[Cu]>[CH3:10][C:9]([C@@H:3]1[C@@H:4]([CH3:8])[CH2:5][CH2:6][CH2:7][C:2]1([CH3:1])[CH3:12])=[O:11] |f:2.3|. Procedure details: The (1R,6S)-l-(2,2,6-trimethylcyclohexyl)-ethan-1-ol (15b) (250 g) synthesized in Reference Example 4 and a copper-chromium catalyst (12.5 g) pre-activated with hydrogen were placed in a 500 ml, 4-necked flask equipped with a thermometer, condenser and stirrer, followed by reacting at 200° C. for 6 hours. After cooling the reaction mixture and filtering out the catalyst, the reaction liquid was distilled with a Widmer distiller to obtain 224 g of (1R,6S)-2,2,6-trimethylcyclohexyl methyl ketone (... The reagents and catalysts are [Cr].[Cu] (copper-chromium). The reactants are CC1(C([C@H](CCC1)C)[C@@H](C)O)C ((1R,6S)-1-(2,2,6-trimethylcyclohexyl)-ethan-1-ol), [H][H] (hydrogen). Run at time 6 hour. Starting materials: CO\N=C(/C(=O)O)\C=1N=C(SC1)NC(C1=CC=CC=C1)(C1=CC=CC=C1)C1=CC=CC=C1 ((Z)-2-methoxyimino-2-(2-tritylaminothiazol-4-yl)acetic acid), P(Cl)(Cl)(Cl)(Cl)Cl (PCl5), NC1[C@@H]2N(C(=C(CS2)CCl)C(=O)OC(C2=CC=CC=C2)C2=CC=CC=C2)C1=O (Benzhydryl 7-amino-3-chloromethyl-3-cephem-4-carboxylate), acid chloride, 4, C[Si](C)(C)C(C(=O)N)[Si](C)(C)C (bis(trimethylsilyl)acetamide). Run in C(Cl)Cl (methylene chloride), O (water), CC#N (CH3CN). Conditions: time 30 minute. The product is ClCC=1CS[C@H]2N(C1C(=O)OC(C1=CC=CC=C1)C1=CC=CC=C1)C(C2NC(\C(\C=2N=C(SC2)NC(C2=CC=CC=C2)(C2=CC=CC=C2)C2=CC=CC=C2)=N/OC)=O)=O (Benzhydryl 3-Chloromethyl-7-[(Z)-2-methoxyimino-2-(2-tritylaminothiazol-4-yl)acetamido]-3-cephem-4-carboxylate). Reaction SMILES: [NH2:1][CH:2]1[C:27](=[O:28])[N:4]2[C:5]([C:11]([O:13][CH:14]([C:21]3[CH:26]=[CH:25][CH:24]=[CH:23][CH:22]=3)[C:15]3[CH:20]=[CH:19][CH:18]=[CH:17][CH:16]=3)=[O:12])=[C:6]([CH2:9][Cl:10])[CH2:7][S:8][C@H:3]12.C[Si](C([Si](C)(C)C)C(N)=O)(C)C.[CH3:41][O:42]/[N:43]=[C:44](/[C:48]1[N:49]=[C:50]([NH:53][C:54]([C:67]2[CH:72]=[CH:71][CH:70]=[CH:69][CH:68]=2)([C:61]2[CH:66]=[CH:65][CH:64]=[CH:63][CH:62]=2)[C:55]2[CH:60]=[CH:59][CH:58]=[CH:57][CH:56]=2)[S:51][CH:52]=1)\[C:45](O)=[O:46].P(Cl)(Cl)(Cl)(Cl)Cl>CC#N.C(Cl)Cl.O>[Cl:10][CH2:9][C:6]1[CH2:7][S:8][C@@H:3]2[CH:2]([NH:1][C:45](=[O:46])/[C:44](=[N:43]\[O:42][CH3:41])/[C:48]3[N:49]=[C:50]([NH:53][C:54]([C:61]4[CH:62]=[CH:63][CH:64]=[CH:65][CH:66]=4)([C:67]4[CH:72]=[CH:71][CH:70]=[CH:69][CH:68]=4)[C:55]4[CH:56]=[CH:57][CH:58]=[CH:59][CH:60]=4)[S:51][CH:52]=3)[C:27](=[O:28])[N:4]2[C:5]=1[C:11]([O:13][CH:14]([C:15]1[CH:20]=[CH:19][CH:18]=[CH:17][CH:16]=1)[C:21]1[CH:22]=[CH:23][CH:24]=[CH:25][CH:26]=1)=[O:12]. Procedure details: Benzhydryl 7-amino-3-chloromethyl-3-cephem-4-carboxylate prepared in Preparation No. 4 (2.29 g, 5.52 mmoles) in CH3CN (57 mL) was treated with bis(trimethylsilyl)acetamide (BSA, 4.09 mL, 16.6 mmoles) at room temperature for 50 minutes to give a clear solution. To the solution was added an acid chloride solution, which was prepared from (Z)-2-methoxyimino-2-(2-tritylaminothiazol-4-yl)acetic acid (IVa) (2.04 g, 4.60 mmoles) and PCl5 (1.15 g, 5.52 mmoles) in methylene chloride (20 mL). The mixture ... The reactants are BrCC1(S[C@H]2N(C1C(=O)OCC(Cl)(Cl)Cl)C(C2NC(CC2=CC=CC=C2)=O)=O)C (2,2,2-trichloroethyl 2-bromomethyl-2-methyl-6-(2-phenylacetamido)penam-3-carboxylate), [N-]=[N+]=[N-].[Na+] (sodium azide), CC(=O)C (acetone). Run in O (water). Conditions: time 4 hour. Product: N(=[N+]=[N-])CC1(S[C@H]2N(C1C(=O)OCC(Cl)(Cl)Cl)C(C2NC(CC2=CC=CC=C2)=O)=O)C (2,2,2-trichloroethyl 2-azidomethyl-2-methyl-6-(2-phenylacetamido)penam-3-carboxylate). Yield: 14.9%. Reaction SMILES: Br[CH2:2][C:3]1([CH3:29])[CH:7]([C:8]([O:10][CH2:11][C:12]([Cl:15])([Cl:14])[Cl:13])=[O:9])[N:6]2[C:16](=[O:28])[CH:17]([NH:18][C:19](=[O:27])[CH2:20][C:21]3[CH:26]=[CH:25][CH:24]=[CH:23][CH:22]=3)[C@H:5]2[S:4]1.[N-:30]=[N+:31]=[N-:32].[Na+].CC(C)=O>O>[N:30]([CH2:2][C:3]1([CH3:29])[CH:7]([C:8]([O:10][CH2:11][C:12]([Cl:15])([Cl:14])[Cl:13])=[O:9])[N:6]2[C:16](=[O:28])[CH:17]([NH:18][C:19](=[O:27])[CH2:20][C:21]3[CH:26]=[CH:25][CH:24]=[CH:23][CH:22]=3)[C@H:5]2[S:4]1)=[N+:31]=[N-:32] |f:1.2|. Procedure details: A mixture of 2,2,2-trichloroethyl 2-bromomethyl-2-methyl-6-(2-phenylacetamido)penam-3-carboxylate (1.08 g), sodium azide (0.26 g), acetone (20 ml) and water (4 ml) was stirred for 4 hours at room temperature. After removing acetone under reduced pressure, the residue was extracted with ethyl acetate. The ethyl acetate layer was washed with water, with a saturated sodium bicarbonate aqueous solution and further with water and then dried over sulfate. The solvent was distilled off under reduced pr...